From a dataset of the Open Reaction Database (ORD), a public repository of structured organic reaction records. describe an organic reaction: reactants, conditions, products, and yield Starting materials: N#CC1(c2ccccc2)CCN(CCCc2cccc3c2C(=O)NC3=O)CC1, CO, NN. Yields the product N#CC1(c2ccccc2)CCN(CCCN)CC1. Reaction SMILES: [C:1](#[N:2])[C:3]1([c:23]2[cH:24][cH:25][cH:26][cH:27][cH:28]2)[CH2:4][CH2:5][N:6]([CH2:9][CH2:10][CH2:11][c:12]2[cH:13][cH:14][cH:15][c:16]3[c:21]2[C:19](=[O:20])[NH:18][C:17]3=[O:22])[CH2:7][CH2:8]1.[CH3:31][OH:32].[NH2:29][NH2:30]>>[C:1](#[N:2])[C:3]1([c:23]2[cH:24][cH:25][cH:26][cH:27][cH:28]2)[CH2:4][CH2:5][N:6]([CH2:9][CH2:10][CH2:11][NH2:29])[CH2:7][CH2:8]1. Starting materials: solution, 2,5-diphenyl-4,6-bis(9-O-dihydroquinidyl)pyrimidine, C(=O)([O-])[O-].[K+].[K+] (K2CO3), C(=C)C1CCOCC1 (4-vinyltetrahydro-2H-pyran), C(C)(C)(C)O.O (tert-butyl alcohol H2O), Na2S2O5. The reagents and catalysts are C1(=CC=CC=C1)C (toluene), [Fe-3](C#N)(C#N)(C#N)(C#N)(C#N)C#N.[K+].[K+].[K+] (potassium ferricyanide). Solvent: C(Cl)Cl (CH2Cl2). Run at temperature 0 celsius. Yields the product O1CCC(CC1)[C@H](CO)O ((1R)-1-tetrahydro-2H-pyran-4-ylethane-1,2-diol). Reaction SMILES: [C:1]([O-:4])([O-])=O.[K+].[K+].[C:7]([OH:11])(C)(C)C.O.C([CH:15]1[CH2:20][CH2:19][O:18][CH2:17][CH2:16]1)=C>[Fe-3](C#N)(C#N)(C#N)(C#N)(C#N)C#N.[K+].[K+].[K+].C1(C)C=CC=CC=1.C(Cl)Cl>[O:18]1[CH2:19][CH2:20][CH:15]([C@@H:1]([OH:4])[CH2:7][OH:11])[CH2:16][CH2:17]1 |f:0.1.2,3.4,6.7.8.9|. Procedure: A 500-mL, round-bottomed flask was charged with potassium ferricyanide (III) (15.0 g, 45.6 mmol), 2,5-diphenyl-4,6-bis(9-O-dihydroquinidyl)pyrimidine ((DHQD)2-PYR) (132 mg, 0.15 mmol) and K2CO3 (6.29 g, 45.6 mmol). A 1:1 mixture of tert-butyl alcohol/H2O (150 mL) was added and the suspension was stirred under N2. A 0.25 M solution of OSO4 in toluene (0.60 mL, 0.15 mmol) was then added the mixture was cooled to 0° C. After stirring for 60 minutes, 4-vinyltetrahydro-2H-pyran (1.70 g, 15.2 mmol) wa... Reactants: CN1CCCC1=O, NC1CCC(N)CC1, COc1ccc(CN(c2ccccn2)c2cc(Cl)nn3c(C(=O)Nc4ccnc(F)c4)cnc23)cc1. Product: COc1ccc(CN(c2ccccn2)c2cc(NC3CCC(N)CC3)nn3c(C(=O)Nc4ccnc(F)c4)cnc23)cc1. Reaction SMILES: [CH3:45][N:46]1[CH2:47][CH2:48][CH2:49][C:50]1=[O:51].[CH:37]1([NH2:44])[CH2:38][CH2:39][CH:40]([NH2:43])[CH2:41][CH2:42]1.[Cl:1][c:2]1[cH:3][c:4]([N:21]([c:22]2[n:23][cH:24][cH:25][cH:26][cH:27]2)[CH2:28][c:29]2[cH:30][cH:31][c:32]([O:35][CH3:36])[cH:33][cH:34]2)[c:5]2[n:6]([n:7]1)[c:8]([C:11](=[O:12])[NH:13][c:14]1[cH:15][c:16]([F:20])[n:17][cH:18][cH:19]1)[cH:9][n:10]2>>[c:2]1([NH:44][CH:37]2[CH2:38][CH2:39][CH:40]([NH2:43])[CH2:41][CH2:42]2)[cH:3][c:4]([N:21]([c:22]2[n:23][cH:24][cH:25][cH:26][cH:27]2)[CH2:28][c:29]2[cH:30][cH:31][c:32]([O:35][CH3:36])[cH:33][cH:34]2)[c:5]2[n:6]([n:7]1)[c:8]([C:11](=[O:12])[NH:13][c:14]1[cH:15][c:16]([F:20])[n:17][cH:18][cH:19]1)[cH:9][n:10]2. The reactants are Cc1ccc(S(=O)(=O)O)cc1, CO, CCOC(C)=O, Cc1c(F)cc(C(=O)NC2CC2)cc1-c1ccn2c(C(C)(C)OC3CCCCO3)nnc2c1, O. The product is Cc1c(F)cc(C(=O)NC2CC2)cc1-c1ccn2c(C(C)(C)O)nnc2c1. As a reaction SMILES: [CH3:35][c:36]1[cH:37][cH:38][c:39]([S:40]([OH:41])(=[O:42])=[O:43])[cH:44][cH:45]1.[CH3:46][OH:47].[CH3:48][CH2:49][O:50][C:51](=[O:52])[CH3:53].[CH:1]1([NH:4][C:5]([c:6]2[cH:7][c:8]([F:32])[c:9]([CH3:31])[c:10](-[c:12]3[cH:13][c:14]4[n:15]([cH:16][cH:17]3)[c:18]([C:21]([CH3:22])([O:23][CH:24]3[CH2:25][CH2:26][CH2:27][CH2:28][O:29]3)[CH3:30])[n:19][n:20]4)[cH:11]2)=[O:33])[CH2:2][CH2:3]1.[OH2:34]>>[CH:1]1([NH:4][C:5]([c:6]2[cH:7][c:8]([F:32])[c:9]([CH3:31])[c:10](-[c:12]3[cH:13][c:14]4[n:15]([cH:16][cH:17]3)[c:18]([C:21]([CH3:22])([OH:23])[CH3:30])[n:19][n:20]4)[cH:11]2)=[O:33])[CH2:2][CH2:3]1.